Dataset: the Open Reaction Database (ORD), a public repository of structured organic reaction records. Task: describe an organic reaction: reactants, conditions, products, and yield Reactants: O=C(O)CCc1ccccc1, COC(=O)CN1C(=O)C(N)CNc2ccccc21, CCN=C=NCCCN(C)C, CCOC(C)=O, CN(C)C=O, CCN(C(C)C)C(C)C, Cl, Cl, On1nnc2ccccc21. Product: COC(=O)CN1C(=O)C(NC(=O)CCc2ccccc2)CNc2ccccc21. As a reaction SMILES: [C:20]([CH2:21][CH2:22][c:23]1[cH:24][cH:25][cH:26][cH:27][cH:28]1)(=[O:29])[OH:30].[CH3:2][O:3][C:4]([CH2:5][N:6]1[c:7]2[c:8]([cH:15][cH:16][cH:17][cH:18]2)[NH:9][CH2:10][CH:11]([NH2:14])[C:12]1=[O:13])=[O:19].[CH3:51][N:52]([CH3:53])[CH2:54][CH2:55][CH2:56][N:57]=[C:58]=[N:59][CH2:60][CH3:61].[CH3:62][CH2:63][O:64][C:65](=[O:66])[CH3:67].[CH3:68][N:69]([CH3:70])[CH:71]=[O:72].[CH:31]([N:32]([CH:33]([CH3:34])[CH3:35])[CH2:36][CH3:37])([CH3:38])[CH3:39].[ClH:1].[ClH:50].[OH:40][n:41]1[c:42]2[cH:43][cH:44][cH:45][cH:46][c:47]2[n:48][n:49]1>>[CH3:2][O:3][C:4]([CH2:5][N:6]1[c:7]2[c:8]([cH:15][cH:16][cH:17][cH:18]2)[NH:9][CH2:10][CH:11]([NH:14][C:20]([CH2:21][CH2:22][c:23]2[cH:24][cH:25][cH:26][cH:27][cH:28]2)=[O:29])[C:12]1=[O:13])=[O:19]. The reactants are CuSO4.5H2O, [Na+].[Cl-] (NaCl), [O-]S(=O)[O-].[Na+].[Na+] (Na2SO3), N(=O)[O-].[Na+] (NaNO2), C(C)(=O)C1=CC=C(C=C1)C1=C(C=C(C=C1)[C@@H]1CC[C@H](CC1)CCCCC)N (4'-acetyl-2-amino-4-(trans-4-pentylcyclohexyl)-biphenyl), Cu(I). The solvent is Cl (hydrochloric acid), O (water), O (water), Cl (hydrochloric acid). Product: C(C)(=O)C1=CC=C(C=C1)C1=C(C=C(C=C1)[C@@H]1CC[C@H](CC1)CCCCC)Cl (4'-Acetyl-2-chloro-4-(trans-4-pentylcyclohexyl)-biphenyl). As a reaction SMILES: N([O-])=O.[Na+].[C:5]([C:8]1[CH:13]=[CH:12][C:11]([C:14]2[CH:19]=[CH:18][C:17]([C@H:20]3[CH2:25][CH2:24][C@H:23]([CH2:26][CH2:27][CH2:28][CH2:29][CH3:30])[CH2:22][CH2:21]3)=[CH:16][C:15]=2N)=[CH:10][CH:9]=1)(=[O:7])[CH3:6].[Na+].[Cl-:33].[O-]S([O-])=O.[Na+].[Na+]>O.Cl>[C:5]([C:8]1[CH:13]=[CH:12][C:11]([C:14]2[CH:19]=[CH:18][C:17]([C@H:20]3[CH2:25][CH2:24][C@H:23]([CH2:26][CH2:27][CH2:28][CH2:29][CH3:30])[CH2:22][CH2:21]3)=[CH:16][C:15]=2[Cl:33])=[CH:10][CH:9]=1)(=[O:7])[CH3:6] |f:0.1,3.4,5.6.7|. Procedure details: A solution of 7.2 g of NaNO2 in 25 ml of water is added to a suspension of 36.7 g of 4'-acetyl-2-amino-4-(trans-4-pentylcyclohexyl)-biphenyl in 150 ml of 15% aqueous hydrochloric acid at -5° in the course of 0.5 hours. The solution thus obtained is added dropwise, at 0°-5° in the course of 1 hour, to a Cu(I) salt solution which has been prepared from 25 g of CuSO4.5H2O, 8.8 g of NaCl, 6.3 g of Na2SO3, 100 ml of water and 40 ml of 32% hydrochloric acid. After the mixture has been heated to 40° fo... Starting materials: C1CCOC1, Cc1cc([N+](=O)[O-])ccc1S, ClCc1ccccn1, Cl, [Na+], [OH-]. The product is Cc1cc([N+](=O)[O-])ccc1SCc1ccccn1. RXN SMILES: [CH2:23]1[O:24][CH2:25][CH2:26][CH2:27]1.[CH3:1][c:2]1[c:3]([SH:11])[cH:4][cH:5][c:6]([N+:8](=[O:9])[O-:10])[cH:7]1.[Cl:15][CH2:16][c:17]1[n:18][cH:19][cH:20][cH:21][cH:22]1.[ClH:14].[Na+:13].[OH-:12]>>[CH3:1][c:2]1[c:3]([S:11][CH2:16][c:17]2[n:18][cH:19][cH:20][cH:21][cH:22]2)[cH:4][cH:5][c:6]([N+:8](=[O:9])[O-:10])[cH:7]1. The reactants are BrBr (Bromine), ClC1=CC=C(C(=O)CCCC(=O)OC)C=C1 (methyl 4-(4-chlorobenzoyl)butyrate), ClCCl (dichloromethane). Run at time 15 minute. The product is BrC(CCC(=O)OC)C(C1=C(C=CC=C1)Cl)=O (methyl 4-bromo-4-(chlorobenzoyl)butyrate). Isolated yield 96.0%. As a reaction SMILES: [Br:1]Br.Cl[C:4]1[CH:18]=[CH:17][C:7]([C:8]([CH2:10][CH2:11][CH2:12][C:13]([O:15][CH3:16])=[O:14])=[O:9])=C[CH:5]=1.Cl[CH2:20][Cl:21]>>[Br:1][CH:10]([C:8](=[O:9])[C:7]1[CH:17]=[CH:18][CH:4]=[CH:5][C:20]=1[Cl:21])[CH2:11][CH2:12][C:13]([O:15][CH3:16])=[O:14]. Procedure: Bromine (46.5 g) was added dropwise to a dichloromethane (400 ml) solution of methyl 4-(4-chlorobenzoyl)butyrate (70.0 g). After stirring for 15 minutes, the reaction mixture was washed with water, dried (MgSO4), and concentrated to obtain methyl 4-bromo-4-(chlorobenzoyl)butyrate (89.5 g, 96%) as an oily substance. NMR (δ ppm in CDCl3): 2.3-2.7(4 H,m), 3.71(3H,s), 5.33(1H,dd,J=8&5.5 Hz), 7.48(2H,d,J=8.5 Hz), 7.98(2H,d,J=8.5 Hz). RXN SMILES: F[C:2]1[CH:14]=[CH:13][C:5]([C:6]([O:8][C:9]([CH3:12])([CH3:11])[CH3:10])=[O:7])=[CH:4][CH:3]=1.[CH2:15]([NH2:18])[CH2:16][NH2:17]>>[NH2:17][CH2:16][CH2:15][NH:18][C:2]1[CH:14]=[CH:13][C:5]([C:6]([O:8][C:9]([CH3:12])([CH3:11])[CH3:10])=[O:7])=[CH:4][CH:3]=1. The product is NCCNC1=CC=C(C(=O)OC(C)(C)C)C=C1 (tert-butyl 4-(2-amino-ethylamino)-benzoate). Reaction conditions: temperature 120 celsius. Reactants: FC1=CC=C(C(=O)OC(C)(C)C)C=C1 (tert-Butyl p-fluorobenzoate), C(CN)N (ethylenediamine). Reported procedure: tert-Butyl p-fluorobenzoate (750 mg, 3.93 mmol, 1 equiv) was dissolved in ethylenediamine (4 mL), and heated to 120° C. for 24 h. All solvent was evaporated, and then the residue was dry-loaded onto silica gel and purified by flash column chromatography (eluent CH2Cl2/MeOH/NH4OH, 92:7:1) to furnish tert-butyl 4-(2-amino-ethylamino)-benzoate as a white powder (891 mg, 96%): δH (400 MHz, CD2Cl2) 1.59 (s, 9H, CO2(CH3)3), 2.98 (t, J=5.8 Hz, 2H, H2NCH2CH2NH), 3.23 (q, J=5.8 Hz, 2H, H2NCH2CH2NH), 4.67... Isolated yield 96.0%.